This data is from the Open Reaction Database (ORD), a public repository of structured organic reaction records. The task is: describe an organic reaction: reactants, conditions, products, and yield Starting materials: Cc1ccc(N)c(C(=O)O)c1, Cl, [I-], [K+], O=N[O-], [Na+], [Na+], [Na+], O, O=S([O-])([O-])=S. The product is Cc1ccc(I)c(C(=O)O)c1. RXN SMILES: [CH3:1][c:2]1[cH:3][cH:4][c:5]([NH2:11])[c:6]([C:7](=[O:8])[OH:9])[cH:10]1.[ClH:12].[I-:18].[K+:17].[N:13]([O-:14])=[O:15].[Na+:16].[Na+:24].[Na+:25].[OH2:26].[S:19]([O-:20])([O-:21])(=[O:22])=[S:23]>>[CH3:1][c:2]1[cH:3][cH:4][c:5]([I:18])[c:6]([C:7](=[O:8])[OH:9])[cH:10]1. Isolated yield 78.6%. The product is FC1=C(C=C(C=C1)F)[C@@H]1N(CCC1)C=1C=CC=2N(N1)C(=CN2)NC(=O)N2CCOCC2 ((R)—N-(6-(2-(2,5-difluorophenyl)pyrrolidin-1-yl)imidazo[1,2-b]pyridazin-3-yl)morpholine-4-carboxamide). RXN SMILES: [F:1][C:2]1[CH:7]=[CH:6][C:5]([F:8])=[CH:4][C:3]=1[C@H:9]1[CH2:13][CH2:12][CH2:11][N:10]1[C:14]1[CH:15]=[CH:16][C:17]2[N:18]([C:20]([NH2:23])=[CH:21][N:22]=2)[N:19]=1.[C:24]([N:31]1[CH:35]=[CH:34]N=[CH:32]1)(N1C=CN=C1)=[O:25].N1CC[O:39][CH2:38]C1>C(Cl)Cl>[F:1][C:2]1[CH:7]=[CH:6][C:5]([F:8])=[CH:4][C:3]=1[C@H:9]1[CH2:13][CH2:12][CH2:11][N:10]1[C:14]1[CH:15]=[CH:16][C:17]2[N:18]([C:20]([NH:23][C:24]([N:31]3[CH2:35][CH2:34][O:39][CH2:38][CH2:32]3)=[O:25])=[CH:21][N:22]=2)[N:19]=1. Run in C(Cl)Cl (DCM). Run at time 2 hour. Reactants: FC1=C(C=C(C=C1)F)[C@@H]1N(CCC1)C=1C=CC=2N(N1)C(=CN2)N ((R)-6-(2-(2,5-difluorophenyl)pyrrolidin-1-yl)imidazo[1,2-b]pyridazin-3-amine), C(=O)(N1C=NC=C1)N1C=NC=C1 (1,1′-carbonyldiimidazole), N1CCOCC1 (morpholine). Reported procedure: To a DCM (1.9 mL) solution of (R)-6-(2-(2,5-difluorophenyl)pyrrolidin-1-yl)imidazo[1,2-b]pyridazin-3-amine (Preparation B; 72 mg, 0.19 mmol) was added 1,1′-carbonyldiimidazole (CDI) (47 mg, 0.29 mmol) at ambient temperature in one portion. After stirring for 2 hours, morpholine (34 mg, 0.39 mmol) was added in one portion. The reaction was stirred for another hour before it was concentrated, then directly purified by reverse-phase column chromatography, eluting with 5 to 60% acetonitrile/water to... Reactants: CCCCCCCCCCCCCCCCCCOCCCN, CO, COC(=O)CCl. The product is CCCCCCCCCCCCCCCCCCOCCCNC(=O)CCl. RXN SMILES: [CH2:1]([CH2:2][CH2:3][CH2:4][CH2:5][CH2:6][CH2:7][CH2:8][CH2:9][CH2:10][CH2:11][CH2:12][CH2:13][CH2:14][CH2:15][CH2:16][CH2:17][CH3:18])[O:19][CH2:20][CH2:21][CH2:22][NH2:23].[CH3:30][OH:31].[Cl:24][CH2:25][C:26](=[O:27])[O:28][CH3:29]>>[CH2:1]([CH2:2][CH2:3][CH2:4][CH2:5][CH2:6][CH2:7][CH2:8][CH2:9][CH2:10][CH2:11][CH2:12][CH2:13][CH2:14][CH2:15][CH2:16][CH2:17][CH3:18])[O:19][CH2:20][CH2:21][CH2:22][NH:23][C:26]([CH2:25][Cl:24])=[O:27]. Starting materials: C(C)(=O)OC=1C=C(C=CC1OC(C)=O)C(C(=O)OCC)C (Ethyl 3,4-diacetoxyphenylpropionate), C(CCCC)N (n-pentylamine). Yields the product C(CCCC)NC(C(C)C1=CC(=C(C=C1)O)O)=O (N-n-pentyl-3,4-dihydroxyphenylpropionamide). Reaction SMILES: C([O:4][C:5]1[CH:6]=[C:7]([CH:15]([CH3:21])[C:16]([O:18]CC)=O)[CH:8]=[CH:9][C:10]=1[O:11]C(=O)C)(=O)C.[CH2:22]([NH2:27])[CH2:23][CH2:24][CH2:25][CH3:26]>>[CH2:22]([NH:27][C:16](=[O:18])[CH:15]([C:7]1[CH:8]=[CH:9][C:10]([OH:11])=[C:5]([OH:4])[CH:6]=1)[CH3:21])[CH2:23][CH2:24][CH2:25][CH3:26]. Procedure: Ethyl 3,4-diacetoxyphenylpropionate and n-pentylamine were used in the procedure described in Example 1, to obtain N-n-pentyl-3,4-dihydroxyphenylpropionamide as an oily product. Reactants: CCOCC, CCCC1(c2ccc(Cl)cc2Cl)CO1, OCc1ccccc1F. Yields the product CCCC(CO)(OCc1ccccc1F)c1ccc(Cl)cc1Cl. RXN SMILES: [CH3:24][CH2:25][O:26][CH2:27][CH3:28].[Cl:10][c:11]1[c:12]([C:18]2([CH2:21][CH2:22][CH3:23])[CH2:19][O:20]2)[cH:13][cH:14][c:15]([Cl:17])[cH:16]1.[F:1][c:2]1[c:3]([CH2:4][OH:5])[cH:6][cH:7][cH:8][cH:9]1>>[F:1][c:2]1[c:3]([CH2:4][O:5][C:18]([c:12]2[c:11]([Cl:10])[cH:16][c:15]([Cl:17])[cH:14][cH:13]2)([CH2:19][OH:20])[CH2:21][CH2:22][CH3:23])[cH:6][cH:7][cH:8][cH:9]1.